From a dataset of the Open Reaction Database (ORD), a public repository of structured organic reaction records. describe an organic reaction: reactants, conditions, products, and yield The reactants are [N+](=O)([O-])C=1C=C(C=CC1OC)C=1OC2=C(N1)C=C(C=C2)Br (2-(3-nitro-4-methoxyphenyl)-5-bromobenzoxazole), FC1=CC=C(C=C1)B(O)O (4-fluorophenylboronic acid). Product: [N+](=O)([O-])C=1C=C(C=CC1OC)C=1OC2=C(N1)C=C(C=C2)C2=CC=C(C=C2)F (2-(3-Nitro-4-methoxyphenyl)-5-(4-fluorophenyl)benzoxazole). As a reaction SMILES: [N+:1]([C:4]1[CH:5]=[C:6]([C:12]2[O:13][C:14]3[CH:20]=[CH:19][C:18](Br)=[CH:17][C:15]=3[N:16]=2)[CH:7]=[CH:8][C:9]=1[O:10][CH3:11])([O-:3])=[O:2].[F:22][C:23]1[CH:28]=[CH:27][C:26](B(O)O)=[CH:25][CH:24]=1>>[N+:1]([C:4]1[CH:5]=[C:6]([C:12]2[O:13][C:14]3[CH:20]=[CH:19][C:18]([C:26]4[CH:27]=[CH:28][C:23]([F:22])=[CH:24][CH:25]=4)=[CH:17][C:15]=3[N:16]=2)[CH:7]=[CH:8][C:9]=1[O:10][CH3:11])([O-:3])=[O:2]. Procedure details: Prepared by the method of Example 15d), from 2-(3-nitro-4-methoxyphenyl)-5-bromobenzoxazole (200 mg, 0.57 mmol) and 4-fluorophenylboronic acid (120 mg, 0.86 mmol) the subtitle compound was obtained, (135 mg, 65%). 1H NMR (DMSO) δ 8.64(d, 1H), 8.45(dd, 1H), 8.05(d, 1H), 7.87(d, 2H), 7.78(dd, 1H), 7.72(dd, 1H), 7.62(d, 2H), 7.33(t, 1H), 4.08(s, 3H). Starting materials: ClC1=C(CNC(C(C)(C)C)=O)C=CC(=C1NC=1NC=2C(=NC(=C(C2)C(=O)OC)OCC(F)F)N1)Cl (N-{2,4-dichloro-3-[6-methoxycarbonyl-5-(2,2-difluoro-ethoxy)-1H-imidazo[4,5-b]pyridin-2-ylamino]-benzyl)-2,2-dimethyl-propionamide), [OH-].[Na+] (NaOH). Run in CO (MeOH). Conditions: time 45 minute. The product is ClC1=C(CNC(C(C)(C)C)=O)C=CC(=C1NC=1NC=2C(=NC(=C(C2)C(=O)O)OCC(F)F)N1)Cl (N-{2,4-Dichloro-3-[6-hydroxycarbonyl-5-(2,2-difluoro-ethoxy)-1H-imidazo[4,5-b]pyridin-2-ylamino]benzyl)-2,2-dimethyl-propionamide). RXN SMILES: [Cl:1][C:2]1[C:15]([NH:16][C:17]2[NH:18][C:19]3[C:20]([N:34]=2)=[N:21][C:22]([O:29][CH2:30][CH:31]([F:33])[F:32])=[C:23]([C:25]([O:27]C)=[O:26])[CH:24]=3)=[C:14]([Cl:35])[CH:13]=[CH:12][C:3]=1[CH2:4][NH:5][C:6](=[O:11])[C:7]([CH3:10])([CH3:9])[CH3:8].[OH-].[Na+]>CO>[Cl:1][C:2]1[C:15]([NH:16][C:17]2[NH:18][C:19]3[C:20]([N:34]=2)=[N:21][C:22]([O:29][CH2:30][CH:31]([F:32])[F:33])=[C:23]([C:25]([OH:27])=[O:26])[CH:24]=3)=[C:14]([Cl:35])[CH:13]=[CH:12][C:3]=1[CH2:4][NH:5][C:6](=[O:11])[C:7]([CH3:10])([CH3:9])[CH3:8] |f:1.2|. Reported procedure: A mixture of N-{2,4-dichloro-3-[6-methoxycarbonyl-5-(2,2-difluoro-ethoxy)-1H-imidazo[4,5-b]pyridin-2-ylamino]-benzyl)-2,2-dimethyl-propionamide (9.80 g, 12.0 mmol) and 1 N NaOH (40 ml) in MeOH (40 ml) is stirred overnight at rt and 45 min at reflux. Then the mixture is concentrated, acidified with 1 N aq. HCl-solution and the precipitate is filtered, dried and purified by HPLC.